From a dataset of the Open Reaction Database (ORD), a public repository of structured organic reaction records. describe an organic reaction: reactants, conditions, products, and yield The reactants are Cl (hydrochloric acid), ClC1=C(C=CC=C1)C1CC(C=2C(=CN=NC2C1)C)=O (7-(2-chlorophenyl)-4-methyl-5,6,7,8-tetrahydrocinnolin-5-one), Cl.NNC(=N)NO (1-amino-3-hydroxyguanidine hydrochloride). Run in C(C)O (ethanol). Conditions: temperature 90 celsius, time 1.5 hour. Product: Cl.ClC1=C(C=CC=C1)C1CC(C=2C(=CN=NC2C1)C)=NNC(NO)=N (7-(2-chlorophenyl)-5-(1-hydroxyguanidin-3-yl)imino-4-methyl-5,6,7,8-tetrahydrocinnoline hydrochloride). Yield: 155.8%. Reaction SMILES: [Cl:1][C:2]1[CH:7]=[CH:6][CH:5]=[CH:4][C:3]=1[CH:8]1[CH2:17][C:16]2[N:15]=[N:14][CH:13]=[C:12]([CH3:18])[C:11]=2[C:10](=O)[CH2:9]1.Cl.[NH2:21][NH:22][C:23]([NH:25][OH:26])=[NH:24].Cl>C(O)C>[ClH:1].[Cl:1][C:2]1[CH:7]=[CH:6][CH:5]=[CH:4][C:3]=1[CH:8]1[CH2:17][C:16]2[N:15]=[N:14][CH:13]=[C:12]([CH3:18])[C:11]=2[C:10](=[N:21][NH:22][C:23](=[NH:24])[NH:25][OH:26])[CH2:9]1 |f:1.2,5.6|. Procedure details: To a mixture of 7-(2-chlorophenyl)-4-methyl-5,6,7,8-tetrahydrocinnolin-5-one (101 mg) and 1-amino-3-hydroxyguanidine hydrochloride (48 mg) were added ethanol (2 ml) and concentrated hydrochloric acid (0.05 ml), and the mixture was stirred at 90° C. for 1.5 hours. The reaction solution was concentrated under reduced pressure, and the residue was washed with ethanol and dried to give 7-(2-chlorophenyl)-5-(1-hydroxyguanidin-3-yl)imino-4-methyl-5,6,7,8-tetrahydrocinnoline hydrochloride (Compound 156... Starting materials: COC1=CC=C(C=C1)C1=NN=C(O1)C(=O)N1CC(C1)OC1=CC(=C(C=O)C=C1)C (4-(1-(5-(4-Methoxyphenyl)-1,3,4-oxadiazole-2-carbonyl)azetidin-3-yloxy)-2-methylbenzaldehyde), FC(C(=O)O)(F)F.C(C)C1(CNC1)O (3-Ethylazetidin-3-ol trifluoroacetate). Yields the product C(C)C1(CN(C1)CC1=C(C=C(OC2CN(C2)C(=O)C=2OC(=NN2)C2=CC=C(C=C2)OC)C=C1)C)O ((3-(4-((3-Ethyl-3-hydroxyazetidin-1-yl)methyl)-3-methylphenoxy)azetidin-1-yl)(5-(4-methoxyphenyl)-1,3,4-oxadiazol-2-yl)methanone). Yield: 41.0%. As a reaction SMILES: [CH3:1][O:2][C:3]1[CH:8]=[CH:7][C:6]([C:9]2[O:13][C:12]([C:14]([N:16]3[CH2:19][CH:18]([O:20][C:21]4[CH:28]=[CH:27][C:24]([CH:25]=O)=[C:23]([CH3:29])[CH:22]=4)[CH2:17]3)=[O:15])=[N:11][N:10]=2)=[CH:5][CH:4]=1.FC(F)(F)C(O)=O.[CH2:37]([C:39]1([OH:43])[CH2:42][NH:41][CH2:40]1)[CH3:38]>>[CH2:37]([C:39]1([OH:43])[CH2:42][N:41]([CH2:25][C:24]2[CH:27]=[CH:28][C:21]([O:20][CH:18]3[CH2:19][N:16]([C:14]([C:12]4[O:13][C:9]([C:6]5[CH:7]=[CH:8][C:3]([O:2][CH3:1])=[CH:4][CH:5]=5)=[N:10][N:11]=4)=[O:15])[CH2:17]3)=[CH:22][C:23]=2[CH3:29])[CH2:40]1)[CH3:38] |f:1.2|. Reported procedure: Using a similar protocol as described in Example 70 employing 73C and 70A as starting materials afforded 100 mg (41%) of 73 as a solid. 1H NMR (500 MHz, CDCl3): δ 0.98 (t, 3H), 1.80 (q, 2H), 2.30 (s, 3H), 2.98 (m, 2H), 3.33 (d, 2H), 3.57 (s, 2H), 3.89 (s, 3H), 4.32 (m, 1H), 4.63 (m, 1H), 4.73 (m, 1H), 5.05 (m, 1H), 5.11 (m, 1H), 6.54 (d, 1H), 6.59 (s, 1H), 7.03 (d, 2H), 7.16 (d, 1H), 8.10 (d, 2H), MS (APCI+) m/z 479 [M+H]+, LC purity: 96%. The reactants are Fc1ccccc1-c1nc(-n2ccc3cnccc32)c2cc(Br)ccc2n1, O=C([O-])[O-], CNC(=O)OC(C)(C)C, [Cs+], [Cs+], C1CCOC1, O. Product: CN(C(=O)OC(C)(C)C)c1ccc2nc(-c3ccccc3F)nc(-n3ccc4cnccc43)c2c1. As a reaction SMILES: [Br:1][c:2]1[cH:3][c:4]2[c:5](-[n:19]3[cH:20][cH:21][c:22]4[cH:23][n:24][cH:25][cH:26][c:27]34)[n:6][c:7](-[c:12]3[c:13]([F:18])[cH:14][cH:15][cH:16][cH:17]3)[n:8][c:9]2[cH:10][cH:11]1.[C:28](=[O:29])([O-:30])[O-:31].[C:34]([CH3:35])([CH3:36])([CH3:37])[O:38][C:39]([NH:40][CH3:41])=[O:42].[Cs+:32].[Cs+:33].[O:44]1[CH2:45][CH2:46][CH2:47][CH2:48]1.[OH2:43]>>[c:2]1([N:40]([C:39]([O:38][C:34]([CH3:35])([CH3:36])[CH3:37])=[O:42])[CH3:41])[cH:3][c:4]2[c:5](-[n:19]3[cH:20][cH:21][c:22]4[cH:23][n:24][cH:25][cH:26][c:27]34)[n:6][c:7](-[c:12]3[c:13]([F:18])[cH:14][cH:15][cH:16][cH:17]3)[n:8][c:9]2[cH:10][cH:11]1. Starting materials: ClC1=C(OCC(COC2=CC=C(C=C2)C(F)(F)F)=O)C(=CC(=C1)OCC=C(Cl)Cl)Cl (1-[2,6-dichloro-4-(3,3-dichloro-allyloxy)-phenoxy]-3-(4-tri-fluoromethyl-phenoxy)-propan-2-one), CC(C)(C)[O-].[K+] (potassium tert-butylate). Reagents/catalysts: [Br-].C[P+](C1=CC=CC=C1)(C1=CC=CC=C1)C1=CC=CC=C1 (methyltriphenylphosphonium bromide). The solvent is C1(=CC=CC=C1)C (toluene), C1(=CC=CC=C1)C (toluene). Reaction conditions: temperature 50 celsius, time 2 hour. Product: ClC1=C(C(=CC(=C1)OCC=C(Cl)Cl)Cl)OCC(=C)COC1=CC=C(C=C1)C(F)(F)F (1,3-dichloro-5-(3,3-dichloro-allyloxy)-2-[2-(4-trifluoromethyl-phenoxymethyl)-allyloxy]-benzene). Reaction SMILES: [CH3:1]C([O-])(C)C.[K+].[Cl:7][C:8]1[CH:29]=[C:28]([O:30][CH2:31][CH:32]=[C:33]([Cl:35])[Cl:34])[CH:27]=[C:26]([Cl:36])[C:9]=1[O:10][CH2:11][C:12](=O)[CH2:13][O:14][C:15]1[CH:20]=[CH:19][C:18]([C:21]([F:24])([F:23])[F:22])=[CH:17][CH:16]=1>[Br-].C[P+](C1C=CC=CC=1)(C1C=CC=CC=1)C1C=CC=CC=1.C1(C)C=CC=CC=1>[Cl:7][C:8]1[CH:29]=[C:28]([O:30][CH2:31][CH:32]=[C:33]([Cl:34])[Cl:35])[CH:27]=[C:26]([Cl:36])[C:9]=1[O:10][CH2:11][C:12]([CH2:13][O:14][C:15]1[CH:20]=[CH:19][C:18]([C:21]([F:22])([F:24])[F:23])=[CH:17][CH:16]=1)=[CH2:1] |f:0.1,3.4|. Procedure details: 189 mg of potassium tert-butylate and 532 mg of methyltriphenylphosphonium bromide are heated in 8 ml of toluene for 3 hours at 80° C. The reaction mixture is cooled to 50° C. and a solution of 500 mg of 1-[2,6-dichloro-4-(3,3-dichloro-allyloxy)-phenoxy]-3-(4-tri-fluoromethyl-phenoxy)-propan-2-one in 5 ml of toluene is added in the course of 5 minutes. After 2 hours at 80° C., the reaction mixture is filtered, diluted with ethyl acetate and washed with water. After concentration of the organic p... The reactants are C(C)(=O)N1CC(C(C2=CC(=CC=C12)[N+](=O)[O-])=O)C(C(=O)OCC)=O (ethyl (1-acetyl-6-nitro-4-oxo-1,2,3,4-tetrahydroquinolin-3-yl)(oxo)acetate), Cl.FC1=CC=C(C=C1)NN (4-fluorophenyl hydrazine hydrochloride). Solvent: C(C)(=O)O (acetic acid). Run at time 18 hour. The product is C(C)(=O)N1CC2=C(C=3C=C(C=CC13)[N+](=O)[O-])N(N=C2C(=O)OCC)C2=CC=C(C=C2)F (ethyl 5-acetyl-1-(4-fluorophenyl)-8-nitro-4,5-dihydro-1H-pyrazolo[4,3-c]quinoline-3-carboxylate). The yield is 59.0%. As a reaction SMILES: [C:1]([N:4]1[C:13]2[C:8](=[CH:9][C:10]([N+:14]([O-:16])=[O:15])=[CH:11][CH:12]=2)[C:7](=O)[CH:6]([C:18](=O)[C:19]([O:21][CH2:22][CH3:23])=[O:20])[CH2:5]1)(=[O:3])[CH3:2].Cl.[F:26][C:27]1[CH:32]=[CH:31][C:30]([NH:33][NH2:34])=[CH:29][CH:28]=1>C(O)(=O)C>[C:1]([N:4]1[C:13]2[CH:12]=[CH:11][C:10]([N+:14]([O-:16])=[O:15])=[CH:9][C:8]=2[C:7]2[N:33]([C:30]3[CH:31]=[CH:32][C:27]([F:26])=[CH:28][CH:29]=3)[N:34]=[C:18]([C:19]([O:21][CH2:22][CH3:23])=[O:20])[C:6]=2[CH2:5]1)(=[O:3])[CH3:2] |f:1.2|. Reported procedure: The material of step 3 of Example 17 (15 g, 0.044 mol) was dissolved in 100 mL of glacial acetic acid and then 4-fluorophenyl hydrazine hydrochloride (7.15 g, 0.044 mol) was added. The reaction was then stirred at room temperature for 18 hours, under argon, and then concentrated to remove most of the acetic acid. The remaining viscous oil was triturated with 250 mL acetonitrile. The resulting solid was isolated by vacuum filtration and dried to yield the product as an orange/pink solid. 11 g (MW... Starting materials: CC=C(C)C, CC(C)(C)O, [O-][Cl+][O-], ClCCl, Cl, O=Cc1c(I)ccnc1F, [Na+], [Na+], [Na+], [Na+], O, O=P([O-])([O-])[O-]. Product: O=C(O)c1c(I)ccnc1F. As a reaction SMILES: [CH3:11][C:12](=[CH:13][CH3:14])[CH3:15].[CH3:29][C:30]([OH:31])([CH3:32])[CH3:33].[Cl+:24]([O-:25])[O-:26].[Cl:35][CH2:36][Cl:37].[ClH:28].[F:1][c:2]1[n:3][cH:4][cH:5][c:6]([I:10])[c:7]1[CH:8]=[O:9].[Na+:21].[Na+:22].[Na+:23].[Na+:27].[OH2:34].[P:16](=[O:17])([O-:18])([O-:19])[O-:20]>>[F:1][c:2]1[n:3][cH:4][cH:5][c:6]([I:10])[c:7]1[C:8](=[O:9])[OH:17]. Reactants: CCC=C (butene-1), C1(=CC=CC=C1)CC1=CC=CC=C1 (diphenylmethane). Product: C(C)(CC)C(C1=CC=CC=C1)C1=CC=CC=C1 (sec-butyldiphenylmethane). Reaction SMILES: [CH3:1][CH2:2][CH:3]=[CH2:4].[C:5]1([CH2:11][C:12]2[CH:17]=[CH:16][CH:15]=[CH:14][CH:13]=2)[CH:10]=[CH:9][CH:8]=[CH:7][CH:6]=1>>[CH:3]([CH:11]([C:5]1[CH:10]=[CH:9][CH:8]=[CH:7][CH:6]=1)[C:12]1[CH:17]=[CH:16][CH:15]=[CH:14][CH:13]=1)([CH2:2][CH3:1])[CH3:4]. Procedure details: Using the same catalyst as that of Preparation Example 1, reaction was carried out with butene-1 and diphenylmethane to obtain sec-butyldiphenylmethane of 96 wt. % purity. The boiling point of the reaction product was 301° to 309° C. and the flash point thereof was 162° C. This reaction product is called as diarylalkane 2 (hereinafter referred to as "DAA2") and the physical properties thereof are shown in the following Table 1. Reactants: ClC=1C=CC(=C(C(=O)O)C1)CC1=CC(=CC=C1)Cl (5-Chloro-2-(3-chlorobenzyl)benzoic acid), Cl.N[C@@H](C)C1=CC=C(C(=O)OC)C=C1 (methyl 4-[(1S)-1-aminoethyl]benzoate hydrochloride). Yields the product ClC=1C=CC(=C(C(=O)N[C@@H](C)C2=CC=C(C(=O)OC)C=C2)C1)CC1=CC(=CC=C1)Cl (Methyl 4-((1S)-1-{[5-chloro-2-(3-chlorobenzyl)benzoyl]amino}ethyl)benzoate). RXN SMILES: [Cl:1][C:2]1[CH:3]=[CH:4][C:5]([CH2:11][C:12]2[CH:17]=[CH:16][CH:15]=[C:14]([Cl:18])[CH:13]=2)=[C:6]([CH:10]=1)[C:7]([OH:9])=O.Cl.[NH2:20][C@H:21]([C:23]1[CH:32]=[CH:31][C:26]([C:27]([O:29][CH3:30])=[O:28])=[CH:25][CH:24]=1)[CH3:22]>>[Cl:1][C:2]1[CH:3]=[CH:4][C:5]([CH2:11][C:12]2[CH:17]=[CH:16][CH:15]=[C:14]([Cl:18])[CH:13]=2)=[C:6]([CH:10]=1)[C:7]([NH:20][C@H:21]([C:23]1[CH:32]=[CH:31][C:26]([C:27]([O:29][CH3:30])=[O:28])=[CH:25][CH:24]=1)[CH3:22])=[O:9] |f:1.2|. Reported procedure: The title compound was prepared according to the procedure described in step 3 of Example 1 from 5-chloro-2-(3-chlorobenzyl)benzoic acid (step 2) and methyl 4-[(1S)-1-aminoethyl]benzoate hydrochloride (step 3 of Example 8): 1H-NMR (CDCl3) δ 7.98 (2H, dd, J=6.5, 1.7 Hz), 7.36–7.26 (4H, m), 7.19–7.13 (3H, m), 7.05 (1H, br.s), 6.97–6.94 (1H, m), 5.93 (1H, d, J=7.2 Hz), 5.19 (1H, dq, J=7.2, 7.0 Hz), 4.11 (2H, s), 3.92 (3H, s), 1.44 (3H, d, J=7.0 Hz); MS (ESI) m/z 442 (M+H)+, 440 (M−H)−. The reactants are CO, COC(=O)CCCCC=O, O. The product is O=CCCCCC(=O)O. Reaction SMILES: [CH3:12][OH:13].[CH:1](=[O:2])[CH2:3][CH2:4][CH2:5][CH2:6][C:7](=[O:8])[O:9][CH3:10].[OH2:11]>>[CH:1](=[O:2])[CH2:3][CH2:4][CH2:5][CH2:6][C:7](=[O:8])[OH:9]. Reactants: COC(\C(=C\CC1CCCC1)\C1=CC(=C(C=C1)F)F)=O ((E)-4-cyclopentyl-2-(3,4-difluoro-phenyl)-but-2-enoic acid methyl ester), [OH-].[Na+] (sodium hydroxide). The solvent is C(C)O (ethanol). Reaction conditions: temperature 40 celsius. Product: C1(CCCC1)C/C=C(/C(=O)O)\C1=CC(=C(C=C1)F)F ((E)-4-cyclopentyl-2-(3,4-difluoro-phenyl)-but-2-enoic acid). Isolated yield 85.6%. Reaction SMILES: C[O:2][C:3](=[O:20])/[C:4](/[C:12]1[CH:17]=[CH:16][C:15]([F:18])=[C:14]([F:19])[CH:13]=1)=[CH:5]/[CH2:6][CH:7]1[CH2:11][CH2:10][CH2:9][CH2:8]1.[OH-].[Na+]>C(O)C>[CH:7]1([CH2:6]/[CH:5]=[C:4](\[C:12]2[CH:17]=[CH:16][C:15]([F:18])=[C:14]([F:19])[CH:13]=2)/[C:3]([OH:20])=[O:2])[CH2:11][CH2:10][CH2:9][CH2:8]1 |f:1.2|. Reported procedure: A solution of (E)-4-cyclopentyl-2-(3,4-difluoro-phenyl)-but-2-enoic acid methyl ester (0.80 g, 2.85 mmol) in ethanol (14 mL) was treated with a 1N aqueous sodium hydroxide solution (6 mL). The solution was heated at 40° C. for 15 h, at which time, thin layer chromatography analysis of the mixture indicated the absence of starting material. The reaction mixture was then concentrated in vacuo to remove ethanol, and the residue was diluted with water (30 mL) and extracted with diethyl ether (1×50 m...